From a dataset of the Open Reaction Database (ORD), a public repository of structured organic reaction records. describe an organic reaction: reactants, conditions, products, and yield Reactants: C(C)OC(CC1CCC2=C(OC3=C2C=C(C=C3)Cl)C1)=O (8-chloro-1,2-dihydro-3(4H)-dibenzofuranacetic acid ethyl ester), 8-chloro-'-dibenzofuranacetic acid ethyl ester, ClC=1C(C(=C(C(C1Cl)=O)C#N)C#N)=O (2,3-dichloro-5,6-dicyano-1,4-benzoquinone), C1=CC=CC=C1 (benzene). The solvent is C(Cl)Cl (methylene chloride). Yields the product C(C)OC(CC=1C=CC2=C(OC3=C2C=C(C=C3)Cl)C1)=O (8-chloro-3-dibenzofuranacetic acid ethyl ester). RXN SMILES: [CH2:1]([O:3][C:4](=[O:20])[CH2:5][CH:6]1[CH2:19][C:10]2[O:11][C:12]3[CH:17]=[CH:16][C:15]([Cl:18])=[CH:14][C:13]=3[C:9]=2[CH2:8][CH2:7]1)[CH3:2].ClC1C(=O)C(C#N)=C(C#N)C(=O)C=1Cl.C1C=CC=CC=1>C(Cl)Cl>[CH2:1]([O:3][C:4](=[O:20])[CH2:5][C:6]1[CH:7]=[CH:8][C:9]2[C:13]3[CH:14]=[C:15]([Cl:18])[CH:16]=[CH:17][C:12]=3[O:11][C:10]=2[CH:19]=1)[CH3:2]. Procedure details: A mixture of 7.23 g. of 8-chloro-1,2-dihydro-3(4H)-dibenzofuranacetic acid ethyl ester, 11.8 g. of 2,3-dichloro-5,6-dicyano-1,4-benzoquinone and 150 ml. of benzene was stirred at reflux temperature for 18 hours under an atmosphere of nitrogen, and then cooled. The solid was removed by filtration and washed with benzene. The filtrate and washings were combined and concentrated under reduced pressure to yield 14.1 g. of dark oil, which was dissolved in methylene chloride and filtered through 143.5... Starting materials: CC(=O)O[BH-](OC(C)=O)OC(C)=O, CC(C)=O, ClCCCl, CCOC(=O)C1CCNCC1, [Na+], [Na+], O=C([O-])O. Product: CCOC(=O)C1CCN(C(C)C)CC1. Reaction SMILES: [C:16]([O:17][BH-:18]([O:19][C:20](=[O:21])[CH3:22])[O:23][C:24](=[O:25])[CH3:26])(=[O:27])[CH3:28].[CH3:12][C:13]([CH3:14])=[O:15].[Cl:35][CH2:36][CH2:37][Cl:38].[NH:1]1[CH2:2][CH2:3][CH:4]([C:5](=[O:6])[O:7][CH2:8][CH3:9])[CH2:10][CH2:11]1.[Na+:29].[Na+:34].[O-:30][C:31]([OH:32])=[O:33]>>[N:1]1([CH:13]([CH3:12])[CH3:14])[CH2:2][CH2:3][CH:4]([C:5](=[O:6])[O:7][CH2:8][CH3:9])[CH2:10][CH2:11]1. The reactants are COC(=O)Cn1c(C)cc2cc(Cl)ccc21, O=Cc1sccc1S(=O)(=O)c1ccccn1. The product is COC(=O)Cn1c(C)c(Cc2sccc2S(=O)(=O)c2ccccn2)c2cc(Cl)ccc21. RXN SMILES: [CH3:17][O:18][C:19]([CH2:20][n:21]1[c:22]([CH3:31])[cH:23][c:24]2[cH:25][c:26]([Cl:30])[cH:27][cH:28][c:29]12)=[O:32].[n:1]1[c:2]([S:7](=[O:8])(=[O:9])[c:10]2[c:11]([CH:15]=[O:16])[s:12][cH:13][cH:14]2)[cH:3][cH:4][cH:5][cH:6]1>>[n:1]1[c:2]([S:7](=[O:8])(=[O:9])[c:10]2[c:11]([CH2:15][c:23]3[c:22]([CH3:31])[n:21]([CH2:20][C:19]([O:18][CH3:17])=[O:32])[c:29]4[c:24]3[cH:25][c:26]([Cl:30])[cH:27][cH:28]4)[s:12][cH:13][cH:14]2)[cH:3][cH:4][cH:5][cH:6]1.